This data is from the Open Reaction Database (ORD), a public repository of structured organic reaction records. The task is: describe an organic reaction: reactants, conditions, products, and yield Reactants: COc1cc2c(cc1OC)C(=CO)C(=O)N2, CC(=O)O, O=C(C1CCCCO1)N1CCNCC1, c1ccccc1. The product is COc1cc2c(cc1OC)C(=CN1CCN(C(=O)C3CCCCO3)CC1)C(=O)N2. As a reaction SMILES: [CH3:1][O:2][c:3]1[cH:4][c:5]2[c:9]([cH:10][c:11]1[O:12][CH3:13])[NH:8][C:7](=[O:14])[C:6]2=[CH:15][OH:16].[CH3:31][C:32](=[O:33])[OH:34].[O:17]1[CH:18]([C:23](=[O:24])[N:25]2[CH2:26][CH2:27][NH:28][CH2:29][CH2:30]2)[CH2:19][CH2:20][CH2:21][CH2:22]1.[cH:35]1[cH:36][cH:37][cH:38][cH:39][cH:40]1>>[CH3:1][O:2][c:3]1[cH:4][c:5]2[c:9]([cH:10][c:11]1[O:12][CH3:13])[NH:8][C:7](=[O:14])[C:6]2=[CH:15][N:28]1[CH2:27][CH2:26][N:25]([C:23]([CH:18]2[O:17][CH2:22][CH2:21][CH2:20][CH2:19]2)=[O:24])[CH2:30][CH2:29]1. The reactants are COC(CS(=O)(=O)CC1=NSC2=C1C=C(C=C2)N2C(N(C(=CC2=O)C(F)(F)F)C)=O)=O (methyl{{{5-[3,6-dihydro-3-methyl-2,6-dioxo-4-(trifluoromethyl)-1(2H)-pyrimidinyl]-1,2-benzisothiazol-3-yl}methyl}sulfonyl}acetate), Cl (hydrochloric acid), ice water, Cl (hydrochloric acid). The solvent is C(C)(=O)O (acetic acid). Conditions: temperature 60 celsius, time 8 hour. The product is CN1C(N(C(C=C1C(F)(F)F)=O)C=1C=CC2=C(C(=NS2)CS(=O)(=O)CC(=O)O)C1)=O ({{{5-[3,6-Dihydro-3-methyl-2,6-dioxo-4-(trifluoromethyl)-1(2H)pyrimidinyl]-1,2-benzisothiazol-3-yl}methyl}sulfonyl}acetic acid). Isolated yield 78.1%. As a reaction SMILES: C[O:2][C:3](=[O:31])[CH2:4][S:5]([CH2:8][C:9]1[C:13]2[CH:14]=[C:15]([N:18]3[C:23](=[O:24])[CH:22]=[C:21]([C:25]([F:28])([F:27])[F:26])[N:20]([CH3:29])[C:19]3=[O:30])[CH:16]=[CH:17][C:12]=2[S:11][N:10]=1)(=[O:7])=[O:6].Cl>C(O)(=O)C>[CH3:29][N:20]1[C:21]([C:25]([F:28])([F:27])[F:26])=[CH:22][C:23](=[O:24])[N:18]([C:15]2[CH:16]=[CH:17][C:12]3[S:11][N:10]=[C:9]([CH2:8][S:5]([CH2:4][C:3]([OH:31])=[O:2])(=[O:7])=[O:6])[C:13]=3[CH:14]=2)[C:19]1=[O:30]. Procedure details: A mixture of methyl{{{5-[3,6-dihydro-3-methyl-2,6-dioxo-4-(trifluoromethyl)-1(2H)-pyrimidinyl]-1,2-benzisothiazol-3-yl}methyl}sulfonyl}acetate (1.00 g, 0.00210 mol), acetic acid and 10% hydrochloric acid (2.00 ml) is stirred overnight at 60° C. Additional hydrochloric acid (37%, 1.20 ml) is added and the mixture is stirred 5 hours at 80° C. The mixture is cooled to room temperature, poured into ice water with stirring, and filtered to give the title compound as a white solid (0.760 g, 78.4%, mp ... Reactants: C(=O)(OC(C)(C)C)N1[C@@H](C[C@@H](C1)N=[N+]=[N-])C(=O)OC (Methyl (2S,4S)-1-Boc-4-azidopyrrolidine-2-carboxylate), [Li+].[OH-] (LiOH). Solvent: O (water), CO (MeOH). Reaction conditions: time 3 hour. Product: C(=O)(OC(C)(C)C)N1[C@@H](C[C@@H](C1)N=[N+]=[N-])C(=O)O ((2S,4S)-1-Boc-4-azidopyrrolidine-2-carboxylic acid). Isolated yield 100.2%. Reaction SMILES: [C:1]([N:8]1[CH2:12][C@@H:11]([N:13]=[N+:14]=[N-:15])[CH2:10][C@H:9]1[C:16]([O:18]C)=[O:17])([O:3][C:4]([CH3:7])([CH3:6])[CH3:5])=[O:2].[Li+].[OH-]>CO.O>[C:1]([N:8]1[CH2:12][C@@H:11]([N:13]=[N+:14]=[N-:15])[CH2:10][C@H:9]1[C:16]([OH:18])=[O:17])([O:3][C:4]([CH3:7])([CH3:6])[CH3:5])=[O:2] |f:1.2|. Procedure details: Methyl (2S,4S)-1-Boc-4-azidopyrrolidine-2-carboxylate (10 g, 37 mmol) obtained in Step D of Preparation 1 was dissolved in MeOH (100 mL) and water (100 mL). LiOH (2.5 g, 111 mmol) was added thereto. The reaction solution was stirred for 3 hours at room temperature, concentrated in vacuo and acidify with 1N HCl. The solution was extracted with EtOAc. The extracted organic solution was washed with brine, dried over MgSO4 and concentrated in vacuo to give the title compound (9.5 g, 95%). The reactants are O=C([O-])[O-], O=S(=O)(Cl)c1ccc(Cl)nc1, ClCCl, [K+], [K+], CC(C)(C)OC(=O)N1CCNCC1. Yields the product CC(C)(C)OC(=O)N1CCN(S(=O)(=O)c2ccc(Cl)nc2)CC1. Reaction SMILES: [C:12](=[O:13])([O-:14])[O-:15].[Cl:1][c:2]1[cH:3][cH:4][c:5]([S:8](=[O:9])(=[O:10])[Cl:11])[cH:6][n:7]1.[Cl:31][CH2:32][Cl:33].[K+:16].[K+:17].[N:18]1([C:24](=[O:25])[O:26][C:27]([CH3:28])([CH3:29])[CH3:30])[CH2:19][CH2:20][NH:21][CH2:22][CH2:23]1>>[Cl:1][c:2]1[cH:3][cH:4][c:5]([S:8](=[O:9])(=[O:10])[N:21]2[CH2:20][CH2:19][N:18]([C:24](=[O:25])[O:26][C:27]([CH3:28])([CH3:29])[CH3:30])[CH2:23][CH2:22]2)[cH:6][n:7]1.